Dataset: the Open Reaction Database (ORD), a public repository of structured organic reaction records. Task: describe an organic reaction: reactants, conditions, products, and yield Starting materials: ClCCl, CC(C)(C)OC(=O)N1CCNCC1, Cc1nc2cc(OCC3CO3)ccc2s1, [Yb]. The product is Cc1nc2cc(OCC(O)CN3CCN(C(=O)OC(C)(C)C)CC3)ccc2s1. RXN SMILES: [CH2:30]([Cl:31])[Cl:32].[N:16]1([C:22](=[O:23])[O:24][C:25]([CH3:26])([CH3:27])[CH3:28])[CH2:17][CH2:18][NH:19][CH2:20][CH2:21]1.[O:1]1[CH:2]([CH2:4][O:5][c:6]2[cH:7][cH:8][c:9]3[c:10]([n:11][c:12]([CH3:14])[s:13]3)[cH:15]2)[CH2:3]1.[Yb:29]>>[OH:1][CH:2]([CH2:3][N:19]1[CH2:18][CH2:17][N:16]([C:22](=[O:23])[O:24][C:25]([CH3:26])([CH3:27])[CH3:28])[CH2:21][CH2:20]1)[CH2:4][O:5][c:6]1[cH:7][cH:8][c:9]2[c:10]([n:11][c:12]([CH3:14])[s:13]2)[cH:15]1. The reactants are [OH-].[Na+] (sodium hydroxide), O (water), [H-].[Al+3].[Li+].[H-].[H-].[H-] (Lithium aluminium hydride), CC=1C=C(C=CC1C)CC(=O)OC (methyl 3,4-dimethylphenylacetate), O (Water). Solvent: C(C)OCC (diethyl ether). Conditions: time 16 hour. Product: CC=1C=C(CCO)C=CC1C (3,4-dimethylphenethyl alcohol). Reaction SMILES: [H-].[Al+3].[Li+].[H-].[H-].[H-].[CH3:7][C:8]1[CH:9]=[C:10]([CH2:15][C:16](OC)=[O:17])[CH:11]=[CH:12][C:13]=1[CH3:14].O.[OH-].[Na+]>C(OCC)C>[CH3:7][C:8]1[CH:9]=[C:10]([CH:11]=[CH:12][C:13]=1[CH3:14])[CH2:15][CH2:16][OH:17] |f:0.1.2.3.4.5,8.9|. Procedure: Lithium aluminium hydride (0.4 g) was added in portions to a solution of methyl 3,4-dimethylphenylacetate (3.0 g--see Preparation 16) in anhydrous diethyl ether (50 ml). When the addition was complete, the mixture was heated under reflux for 1 hour then allowed to stand at room temperature for 16 hours. Water (0.5 ml) was carefully added dropwise followed by 15% aqueous sodium hydroxide (0.5 ml) and finally more water (2 ml). The resulting solid precipitate was filtered off and washed with dieth... The reactants are NC(COCC=1C=C(C=C(C1)C(=O)N1C(CCC1)C1=CC=CC=C1)N(S(=O)(=O)C)CCC)(CC1=CC=CC=C1)C (N-{3-[(2-amino-2-methyl-3-phenylpropoxy)methyl]-5-[(2-phenylpyrrolidin-1-yl)carbonyl]phenyl}-N-propylmethanesulfonamide), C(C)(C)(C)OC(=O)NC(COCC=1C=C(C(=O)O)C=C(C1)N(CCC)S(=O)(=O)C)(CC1=CC=CC=C1)C (3({2-[(tert-butoxycarbonyl)amino]-2-methyl-3-phenylpropoxy}methyl)-5-[(methylsulfonyl)(propyl)amino]benzoic acid), C(C)(C)(C)OC(=O)NC(COCC=1C=C(C(=O)O)C=C(C1)N(CCC)S(=O)(=O)C)(CC1=CC=CC=C1)C (3({2-[(tert-butoxycarbonyl)amino]-2-methyl-3-phenylpropoxy}methyl)-5-[(methylsulfonyl)(propyl)amino]benzoic acid), C(CC)C1NCCC1 (2-propylpyrrolidine). The product is NC(COCC=1C=C(C=C(C1)C(=O)N1C(CCC1)CCC)N(S(=O)(=O)C)CCC)(CC1=CC=CC=C1)C (N-{3-[(2-amino-2-methyl-3-phenylpropoxy)methyl]-5-[(2-propylpyrrolidin-1-yl)carbonyl]phenyl}-N-propylmethanesulfonamide). Reaction SMILES: C(OC(NC(C)(CC1C=CC=CC=1)COCC1C=C(C=C(N(S(C)(=O)=O)CCC)C=1)C(O)=O)=O)(C)(C)C.C(C1CCCN1)CC.[NH2:46][C:47]([CH3:85])([CH2:78][C:79]1[CH:84]=[CH:83][CH:82]=[CH:81][CH:80]=1)[CH2:48][O:49][CH2:50][C:51]1[CH:52]=[C:53]([N:70]([CH2:75][CH2:76][CH3:77])[S:71]([CH3:74])(=[O:73])=[O:72])[CH:54]=[C:55]([C:57]([N:59]2[CH2:63][CH2:62][CH2:61][CH:60]2[C:64]2C=CC=[CH:66][CH:65]=2)=[O:58])[CH:56]=1>>[NH2:46][C:47]([CH3:85])([CH2:78][C:79]1[CH:80]=[CH:81][CH:82]=[CH:83][CH:84]=1)[CH2:48][O:49][CH2:50][C:51]1[CH:52]=[C:53]([N:70]([CH2:75][CH2:76][CH3:77])[S:71]([CH3:74])(=[O:72])=[O:73])[CH:54]=[C:55]([C:57]([N:59]2[CH2:63][CH2:62][CH2:61][CH:60]2[CH2:64][CH2:65][CH3:66])=[O:58])[CH:56]=1. Procedure: N-{3-[(2-amino-2-methyl-3-phenylpropoxy)methyl]-5-[(2-propylpyrrolidin-1-yl)carbonyl]phenyl}-N-propylmethanesulfonamide was prepared from 3-({2-[(tert-butoxycarbonyl)amino]-2-methyl-3-phenylpropoxy}methyl)-5-[(methylsulfonyl)(propyl)amino]benzoic acid (intermediate XI) and 2-propylpyrrolidine following a similar procedure as described for the preparation of N-{3-[(2-amino-2-methyl-3-phenylpropoxy)methyl]-5-[(2-phenylpyrrolidin-1-yl)carbonyl]phenyl}-N-propylmethanesulfonamide. HRMS (ES, M+H) calc... Reactants: C(C1=CC=CC=C1)OC=1C=C(C=CC1[N+](=O)[O-])C(C(=O)OCC)C(=O)OCC (diethyl 3-benzyloxy-4-nitrophenylmalonate), Cl (hydrochloric acid). Solvent: C(C)(=O)O (acetic acid). Procedure details: A mixture of diethyl 3-benzyloxy-4-nitrophenylmalonate (22.0 g, 57.8 mmol), acetic acid (200 ml) and concentrated hydrochloric acid (100 ml) was heated under reflux for 15 hours under stirring. After the reaction mixture was cooled to room temperature, the solvent was distilled off from the reaction mixture under reduced pressure. The solid thus obtained was collected by filtration under reduced pressure, followed by drying under reduced pressure, whereby the title compound (5.45 g, 48%) was obt... Product: OC=1C=C(C=CC1[N+](=O)[O-])CC(=O)O (3-hydroxy-4-nitrophenylacetic acid). As a reaction SMILES: C([O:8][C:9]1[CH:10]=[C:11]([CH:18](C(OCC)=O)[C:19]([O:21]CC)=[O:20])[CH:12]=[CH:13][C:14]=1[N+:15]([O-:17])=[O:16])C1C=CC=CC=1.Cl>C(O)(=O)C>[OH:8][C:9]1[CH:10]=[C:11]([CH2:18][C:19]([OH:21])=[O:20])[CH:12]=[CH:13][C:14]=1[N+:15]([O-:17])=[O:16].